From a dataset of the Open Reaction Database (ORD), a public repository of structured organic reaction records. describe an organic reaction: reactants, conditions, products, and yield The reactants are C1CCOC1, CCC1CN(C(Cc2ccc3ccccc3c2)C(=O)OC)CCN1C(=O)C(Cc1ccc(F)cc1)NC(=O)OC(C)(C)C, Cl, [Li+], [OH-], O. Yields the product CCC1CN(C(Cc2ccc3ccccc3c2)C(=O)O)CCN1C(=O)C(Cc1ccc(F)cc1)NC(=O)OC(C)(C)C. As a reaction SMILES: [CH2:47]1[O:48][CH2:49][CH2:50][CH2:51]1.[CH3:3][O:4][C:5]([CH:6]([CH2:7][c:8]1[cH:9][c:10]2[cH:11][cH:12][cH:13][cH:14][c:15]2[cH:16][cH:17]1)[N:18]1[CH2:19][CH:20]([CH2:43][CH3:44])[N:21]([C:24]([CH:25]([CH2:26][c:27]2[cH:28][cH:29][c:30]([F:33])[cH:31][cH:32]2)[NH:34][C:35](=[O:36])[O:37][C:38]([CH3:39])([CH3:40])[CH3:41])=[O:42])[CH2:22][CH2:23]1)=[O:45].[ClH:46].[Li+:2].[OH-:1].[OH2:52]>>[O:4]=[C:5]([CH:6]([CH2:7][c:8]1[cH:9][c:10]2[cH:11][cH:12][cH:13][cH:14][c:15]2[cH:16][cH:17]1)[N:18]1[CH2:19][CH:20]([CH2:43][CH3:44])[N:21]([C:24]([CH:25]([CH2:26][c:27]2[cH:28][cH:29][c:30]([F:33])[cH:31][cH:32]2)[NH:34][C:35](=[O:36])[O:37][C:38]([CH3:39])([CH3:40])[CH3:41])=[O:42])[CH2:22][CH2:23]1)[OH:45]. Starting materials: COC1=CC=C(C=C1)NC(C1=C(C=CC(=C1)F)N)=O (N-(4-methoxyphenyl)-2-amino-5-fluorobenzamide), N1=CC=C(C=C1)N1CCC(C(=O)Cl)CC1 (N-(4-pyridyl)isonipecotoyl chloride). Yields the product Cl.FC=1C=CC(=C(C(=O)NC2=CC=C(C=C2)OC)C1)NC(=O)C1CCN(CC1)C1=CC=NC=C1 (5-Fluoro-2-[[1-(4-pyridyl)piperidin-4-ylcarbonyl]amino]-N-(4-methoxyphenyl)benzamide Hydrochloride). The yield is 57.3%. RXN SMILES: [CH3:1][O:2][C:3]1[CH:8]=[CH:7][C:6]([NH:9][C:10](=[O:19])[C:11]2[CH:16]=[C:15]([F:17])[CH:14]=[CH:13][C:12]=2[NH2:18])=[CH:5][CH:4]=1.[N:20]1[CH:25]=[CH:24][C:23]([N:26]2[CH2:34][CH2:33][CH:29]([C:30]([Cl:32])=[O:31])[CH2:28][CH2:27]2)=[CH:22][CH:21]=1>>[ClH:32].[F:17][C:15]1[CH:14]=[CH:13][C:12]([NH:18][C:30]([CH:29]2[CH2:28][CH2:27][N:26]([C:23]3[CH:22]=[CH:21][N:20]=[CH:25][CH:24]=3)[CH2:34][CH2:33]2)=[O:31])=[C:11]([CH:16]=1)[C:10]([NH:9][C:6]1[CH:7]=[CH:8][C:3]([O:2][CH3:1])=[CH:4][CH:5]=1)=[O:19] |f:2.3|. Reported procedure: Using the procedure described in Example 138, N-(4-methoxyphenyl)-2-amino-5-fluorobenzamide (1.8 mmol) and N-(4-pyridyl)isonipecotoyl chloride (3.6 mmol), purifying with RPHPLC Method A, yielded 500 mg (58%) of the title compound. Starting materials: CCN, CC#N, NS(=O)(=O)c1c(Cl)nc2ccc(Cl)nn12. Product: CCNc1ccc2nc(Cl)c(S(N)(=O)=O)n2n1. As a reaction SMILES: [CH3:16][CH2:17][NH2:18].[CH3:19][C:20]#[N:21].[Cl:1][c:2]1[n:3][c:4]2[n:5]([n:6][c:7]([Cl:10])[cH:8][cH:9]2)[c:11]1[S:12](=[O:13])(=[O:14])[NH2:15]>>[Cl:1][c:2]1[n:3][c:4]2[n:5]([n:6][c:7]([NH:18][CH2:17][CH3:16])[cH:8][cH:9]2)[c:11]1[S:12](=[O:13])(=[O:14])[NH2:15]. The reactants are [Si](C1=CC=CC=C1)(C1=CC=CC=C1)(C(C)(C)C)OCCC=1NC2=CC=C(C=C2C1C(C(=O)OCC)=O)Cl (Ethyl [2-({[tert-butyl(diphenyl)silyl]oxy}ethyl)-5-chloro-1H-indol-3-yl](oxo)acetate), C(C1=CC=CC=C1)(C1=CC=CC=C1)Br (Ph2CHBr), C(=O)([O-])[O-].[Cs+].[Cs+] (Cs2CO3). Run in C(C)#N (acetonitrile), O (water). The product is C(C1=CC=CC=C1)(C1=CC=CC=C1)N1C=CC2=CC=CC=C12 (N-benzhydryl indole). Yield: 45.0%. RXN SMILES: [Si](OCC[C:21]1[NH:22][C:23]2[C:28]([C:29]=1C(=O)C(OCC)=O)=[CH:27][C:26](Cl)=[CH:25][CH:24]=2)(C(C)(C)C)(C1C=CC=CC=1)C1C=CC=CC=1.[CH:38](Br)([C:45]1[CH:50]=[CH:49][CH:48]=[CH:47][CH:46]=1)[C:39]1[CH:44]=[CH:43][CH:42]=[CH:41][CH:40]=1.C([O-])([O-])=O.[Cs+].[Cs+]>C(#N)C.O>[CH:38]([N:22]1[C:23]2[C:28](=[CH:27][CH:26]=[CH:25][CH:24]=2)[CH:29]=[CH:21]1)([C:39]1[CH:44]=[CH:43][CH:42]=[CH:41][CH:40]=1)[C:45]1[CH:50]=[CH:49][CH:48]=[CH:47][CH:46]=1 |f:2.3.4|. Reported procedure: Ethyl [2-({[tert-butyl(diphenyl)silyl]oxy}ethyl)-5-chloro-1H-indol-3-yl](oxo)acetate (Step 4, 1 eq), Ph2CHBr (1.5 eq) and Cs2CO3 (1.5 eq) were mixed in dry acetonitrile (0.1M). The mixture was heated to reflux for 2 hours. The reaction mixture was cooled to room temperature, diluted with water and extracted with EtOAc. The organic phase was concentrated and the residue was chromatographed with CH2Cl2 as eluent to give the N-benzhydryl indole as an orange gum in 45% yield. m/z (M+H)+ 701.3